From a dataset of the Open Reaction Database (ORD), a public repository of structured organic reaction records. describe an organic reaction: reactants, conditions, products, and yield Reactants: ClC=1SC(=C(N1)C)C(=O)O (2-chloro-4-methylthiazole-5-carboxylic acid), S(=O)(Cl)Cl (thionyl chloride). The reagents and catalysts are CN(C=O)C (N,N-dimethylformamide). Yields the product ClC=1SC(=C(N1)C)C(=O)Cl (2-chloro-4-methylthiazole-5-carboxylic acid chloride). RXN SMILES: [Cl:1][C:2]1[S:3][C:4]([C:8]([OH:10])=O)=[C:5]([CH3:7])[N:6]=1.S(Cl)([Cl:13])=O>CN(C)C=O>[Cl:1][C:2]1[S:3][C:4]([C:8]([Cl:13])=[O:10])=[C:5]([CH3:7])[N:6]=1. Reported procedure: 8.8 g of 2-chloro-4-methylthiazole-5-carboxylic acid was suspended in 7 ml of thionyl chloride, and one drop of N,N-dimethylformamide was added. The mixture was heated under reflux for 1 hour, and then the excess of thionyl chloride was evaporated under reduced pressure. Benzene (10 ml) was added, and the mixture was evaporated under reduced pressure. This procedure was repeated three times to give 9.7 g of 2-chloro-4-methylthiazole-5-carboxylic acid chloride which was used in the following reac... Starting materials: CC(=O)O, Cc1ccccc1, CSCc1ccc(C(=O)c2ccc(Cl)cc2)cc1, O, OO. The product is CS(=O)Cc1ccc(C(=O)c2ccc(Cl)cc2)cc1. Reaction SMILES: [CH3:1][C:2]([OH:3])=[O:4].[CH3:26][c:27]1[cH:28][cH:29][cH:30][cH:31][cH:32]1.[Cl:5][c:6]1[cH:7][cH:8][c:9]([C:10](=[O:11])[c:12]2[cH:13][cH:14][c:15]([CH2:18][S:19][CH3:20])[cH:16][cH:17]2)[cH:21][cH:22]1.[OH2:25].[OH:23][OH:24]>>[O:3]=[S:19]([CH2:18][c:15]1[cH:14][cH:13][c:12]([C:10]([c:9]2[cH:8][cH:7][c:6]([Cl:5])[cH:22][cH:21]2)=[O:11])[cH:17][cH:16]1)[CH3:20]. The reactants are COC(NC(C(N1C(CCC1)C=1NC(=CN1)C1=CC=C(C=C1)B1OC(C(O1)(C)C)(C)C)=O)C1=CC=CC=C1)=O ([2-oxo-1-phenyl-2-(2-{5-[4-(4,4,5,5-tetramethyl-[1,3,2]dioxaborolan-2-yl)-phenyl]-1H-imidazol-2-yl}-pyrrolidin-1-yl)-ethyl]-carbamic acid methyl ester), COC(NC(C(C)C)C(=O)N1C(CCC1)C=1NC(=CN1)C1=CC2C(S1)C=C(S2)Br)=O ((1-{2-[5-(5-Bromo-3a,6a-dihydro-thieno[3,2-b]thiophen-2-yl)-1H-imidazol-2-yl]-pyrrolidine-1-carbonyl}-2-methyl-propyl)-carbamic acid methyl ester), C(=O)([O-])[O-].[K+].[K+] (K2CO3). Reagents/catalysts: C=1C=CC(=CC1)[P](C=2C=CC=CC2)(C=3C=CC=CC3)[Pd]([P](C=4C=CC=CC4)(C=5C=CC=CC5)C=6C=CC=CC6)([P](C=7C=CC=CC7)(C=8C=CC=CC8)C=9C=CC=CC9)[P](C=1C=CC=CC1)(C=1C=CC=CC1)C=1C=CC=CC1 (Pd(PPh3)4). Run in COCCOC (1,2-dimethoxyethane). Reaction conditions: temperature 85 celsius. The product is COC(NC(C(C)C)C(=O)N1C(CCC1)C=1NC(=CN1)C1=CC2C(S1)C=C(S2)C2=CC=C(C=C2)C=2NC(=NC2)C2N(CCC2)C(C(C2=CC=CC=C2)NCOOC)=O)=O ({2-Methyl-1-[2-(5-{5-[4-(2-{1-[2-(methylperoxymethyl-amino)-2-phenyl-acetyl]-pyrrolidin-2-yl}-3H-imidazol-4-yl)-phenyl]-3a,6a-dihydro-thieno[3,2-b]thiophen-2-yl}-1H-imidazol-2-yl)-pyrrolidine-1-carbonyl]-propyl}-carbamic acid methyl ester). The yield is 63.8%. Reaction SMILES: CO[C:3](=[O:39])[NH:4][CH:5](C1C=CC=CC=1)[C:6](=[O:32])[N:7]1[CH2:11][CH2:10][CH2:9][CH:8]1[C:12]1[NH:13][C:14]([C:17]2[CH:22]=[CH:21][C:20](B3OC(C)(C)C(C)(C)O3)=[CH:19][CH:18]=2)=[CH:15][N:16]=1.[CH3:40][O:41][C:42](=[O:69])[NH:43][CH:44]([C:48]([N:50]1[CH2:54][CH2:53][CH2:52][CH:51]1[C:55]1[NH:56][C:57]([C:60]2[S:64][CH:63]3[CH:65]=[C:66](Br)[S:67][CH:62]3[CH:61]=2)=[CH:58][N:59]=1)=[O:49])[CH:45]([CH3:47])[CH3:46].[C:70]([O-:73])([O-])=O.[K+].[K+]>COCCOC.C1C=CC([P]([Pd]([P](C2C=CC=CC=2)(C2C=CC=CC=2)C2C=CC=CC=2)([P](C2C=CC=CC=2)(C2C=CC=CC=2)C2C=CC=CC=2)[P](C2C=CC=CC=2)(C2C=CC=CC=2)C2C=CC=CC=2)(C2C=CC=CC=2)C2C=CC=CC=2)=CC=1>[CH3:40][O:41][C:42](=[O:69])[NH:43][CH:44]([C:48]([N:50]1[CH2:54][CH2:53][CH2:52][CH:51]1[C:55]1[NH:56][C:57]([C:60]2[S:64][CH:63]3[CH:65]=[C:66]([C:20]4[CH:21]=[CH:22][C:17]([C:14]5[NH:13][C:12]([CH:8]6[CH2:9][CH2:10][CH2:11][N:7]6[C:6](=[O:32])[CH:5]([NH:4][CH2:3][O:39][O:73][CH3:70])[C:17]6[CH:22]=[CH:21][CH:20]=[CH:19][CH:18]=6)=[N:16][CH:15]=5)=[CH:18][CH:19]=4)[S:67][CH:62]3[CH:61]=2)=[CH:58][N:59]=1)=[O:49])[CH:45]([CH3:47])[CH3:46] |f:2.3.4,^1:85,87,106,125|. Procedure: [2-oxo-1-phenyl-2-(2-{5-[4-(4,4,5,5-tetramethyl-[1,3,2]dioxaborolan-2-yl)-phenyl]-1H-imidazol-2-yl}-pyrrolidin-1-yl)-ethyl]-carbamic acid methyl ester (204 mg, 0.385 mmol), (1-{2-[5-(5-Bromo-3a,6a-dihydro-thieno[3,2-b]thiophen-2-yl)-1H-imidazol-2-yl]-pyrrolidine-1-carbonyl}-2-methyl-propyl)-carbamic acid methyl ester (137 mg, 0.268 mmol), Pd(PPh3)4 (31 mg, 0.0268 mmol) and K2CO3 (2M in H2O, 0.4 mL, 0.8 mmol) were combined in 1,2-dimethoxyethane (2.7 mL). After 10 min of degassing with bubbling N... Starting materials: CO (methanol), S(=O)(=O)([O-])[O-].[Na+].[Na+] (sodium sulfate), ClCCCCC(C(=O)OCC)C1=CC(=CC=C1)C=1C=NC=CC1 (ethyl 6-chloro-2-[m-(3-pyridyl)-phenyl]-hexanoate), solution, [H-].C(C(C)C)[Al+]CC(C)C (diisobutylaluminium hydride). The solvent is CCOCC (ether), [Cl-].[Na+].O (brine), C(Cl)Cl (methylene chloride), CCCCCC (hexane). Run at time 5 minute. The product is ClCCCCC(C=O)C1=CC(=CC=C1)C=1C=NC=CC1 (6-chloro-2-[m-(3-pyridyl)-phenyl]-hexanal). As a reaction SMILES: [Cl:1][CH2:2][CH2:3][CH2:4][CH2:5][CH:6]([C:12]1[CH:17]=[CH:16][CH:15]=[C:14]([C:18]2[CH:19]=[N:20][CH:21]=[CH:22][CH:23]=2)[CH:13]=1)[C:7](OCC)=[O:8].[H-].C([Al+]CC(C)C)C(C)C.CO.S([O-])([O-])(=O)=O.[Na+].[Na+]>C(Cl)Cl.CCCCCC.[Cl-].[Na+].O.CCOCC>[Cl:1][CH2:2][CH2:3][CH2:4][CH2:5][CH:6]([C:12]1[CH:17]=[CH:16][CH:15]=[C:14]([C:18]2[CH:19]=[N:20][CH:21]=[CH:22][CH:23]=2)[CH:13]=1)[CH:7]=[O:8] |f:1.2,4.5.6,9.10.11|. Procedure: To a solution of 0.54 g (1.6 mmol) ethyl 6-chloro-2-[m-(3-pyridyl)-phenyl]-hexanoate in 10 ml methylene chloride at -78° is added slowly 2.2 ml (3.4 mmol) of a 1.5M solution of diisobutylaluminium hydride in hexane. The reaction mixture is stirred at -78° for 5 min and 1.6 ml methanol is added followed by 50 ml ether. The mixture is warmed to 0° and 1.6 ml brine and 1.11 g finely powdered sodium sulfate are added. The mixture is stirred and then filtered. The filter cake is washed with methylene... Reactants: COCCOCCOC (diethyleneglycol dimethyl ether), C(C)Cl (ethyl chloride), C[O-].[Na+] (sodium methylate), OC1=CC=C(N)C=C1 (p-hydroxyaniline). Solvent: CO (methanol). Run at time 6 hour. Product: C(C)OC1=CC=C(N)C=C1 (p-ethoxyaniline). Yield: 72.1%. RXN SMILES: CO[CH2:3][CH2:4][O:5][CH2:6][CH2:7]OC.C(Cl)C.C[O-].[Na+].OC1C=[CH:22][C:20]([NH2:21])=[CH:19][CH:18]=1>CO>[CH2:4]([O:5][C:6]1[CH:7]=[CH:22][C:20]([NH2:21])=[CH:19][CH:18]=1)[CH3:3] |f:2.3|. Procedure: In accordance with the process of Example 2, 150 ml of diethyleneglycol dimethyl ether, 19.3 g (0.3 mole) of ethyl chloride, 42.2 g (0.22 mole) of sodium methylate in 28% methanol solution and 21.8 g (0.2 mole) of p-hydroxyaniline were charged in the autoclave and the reaction was carried out at 80° C. for 6 hours with stirring to obtain 19.7 g of p-ethoxyaniline having a boiling point of 135° to 136° C./24 mmHg. (yield: 72.1%). Starting materials: OOS(=O)[O-].[K+] (Oxone), CSC=1C=CC(=NC1)C(CC1CCOCC1)C1=CC=C(N1)C1=CC=C(C=N1)C(C)O (1-[6-(5-{1-[5-(methylsulfanyl)pyridin-2-yl]-2-(tetrahydro-2H-pyran-4-yl)ethyl}-1H-pyrrol-2-yl)pyridin-3-yl]ethanol), O1CCCC1 (tetrahydrofuran), O (water). Run in CO (methanol), C(C)(=O)OCC (ethyl acetate). Run at time 4 hour. The product is CS(=O)(=O)C=1C=CC(=NC1)C(CC1CCOCC1)C1=CC=C(N1)C1=CC=C(C=N1)C(C)O (1-[6-(5-{1-[5-(methylsulfonyl)pyridin-2-yl]-2-(tetrahydro-2H-pyran-4-yl)ethyl}-1H-pyrrol-2-yl)pyridin-3-yl]ethanol). Yield: 49.0%. RXN SMILES: CS[C:3]1[CH:4]=[CH:5][C:6]([CH:9]([C:17]2[NH:21][C:20]([C:22]3[N:27]=[CH:26][C:25]([CH:28]([OH:30])[CH3:29])=[CH:24][CH:23]=3)=[CH:19][CH:18]=2)[CH2:10][CH:11]2[CH2:16][CH2:15][O:14][CH2:13][CH2:12]2)=[N:7][CH:8]=1.O1CCC[CH2:32]1.O.O[O:38][S:39]([O-:41])=O.[K+]>C(OCC)(=O)C.CO>[CH3:32][S:39]([C:3]1[CH:4]=[CH:5][C:6]([CH:9]([C:17]2[NH:21][C:20]([C:22]3[N:27]=[CH:26][C:25]([CH:28]([OH:30])[CH3:29])=[CH:24][CH:23]=3)=[CH:19][CH:18]=2)[CH2:10][CH:11]2[CH2:16][CH2:15][O:14][CH2:13][CH2:12]2)=[N:7][CH:8]=1)(=[O:41])=[O:38] |f:3.4|. Procedure details: To a mixture of 1-[6-(5-{1-[5-(methylsulfanyl)pyridin-2-yl]-2-(tetrahydro-2H-pyran-4-yl)ethyl}-1H-pyrrol-2-yl)pyridin-3-yl]ethanol (76.1 mg), tetrahydrofuran (1 mL), water (1 mL) and methanol (1 mL) was added Oxone (registered trademark) (133 mg), and the mixture was stirred at room temperature for 4 hr. The reaction mixture was diluted with ethyl acetate, and washed with saturated aqueous sodium hydrogen carbonate solution. The ethyl acetate layer was dried (MgSO4) and concentrated. The residue... Starting materials: CC(C)(C)c1cc(-c2cn3c(n2)SCC3)cc(C(C)(C)C)c1O, O=C([O-])[O-], CN(C)C=O, ClC(Cl)Cl, [K+], [K+], O=P(Cl)(Cl)Cl. Yields the product CC(C)(C)c1cc(-c2nc3n(c2C=O)CCS3)cc(C(C)(C)C)c1O. RXN SMILES: [C:11]([CH3:12])([CH3:13])([CH3:14])[c:15]1[cH:16][c:17](-[c:26]2[n:27][c:28]3[n:32]([cH:33]2)[CH2:31][CH2:30][S:29]3)[cH:18][c:19]([C:22]([CH3:23])([CH3:24])[CH3:25])[c:20]1[OH:21].[C:34](=[O:35])([O-:36])[O-:37].[CH3:1][N:2]([CH:3]=[O:4])[CH3:5].[CH:40]([Cl:41])([Cl:42])[Cl:43].[K+:38].[K+:39].[P:6]([Cl:7])([Cl:8])([Cl:9])=[O:10]>>[CH:3](=[O:4])[c:33]1[c:26](-[c:17]2[cH:16][c:15]([C:11]([CH3:12])([CH3:13])[CH3:14])[c:20]([OH:21])[c:19]([C:22]([CH3:23])([CH3:24])[CH3:25])[cH:18]2)[n:27][c:28]2[n:32]1[CH2:31][CH2:30][S:29]2. Reactants: CO, Cc1n(N=Cc2ccccc2)cc[n+]1N=Cc1ccccc1, [Cl-], N#C[K], O. Yields the product Cc1nccn1N=Cc1ccccc1. Reaction SMILES: [CH3:27][OH:28].[CH:2]([c:3]1[cH:4][cH:5][cH:6][cH:7][cH:8]1)=[N:9][n+:10]1[c:11]([CH3:23])[n:12]([N:15]=[CH:16][c:17]2[cH:18][cH:19][cH:20][cH:21][cH:22]2)[cH:13][cH:14]1.[Cl-:1].[K:24][C:25]#[N:26].[OH2:29]>>[CH:2]([c:3]1[cH:4][cH:5][cH:6][cH:7][cH:8]1)=[N:9][n:10]1[c:11]([CH3:23])[n:12][cH:13][cH:14]1. Reactants: CN(C=C(C(C)=O)C=1C=CC=2N(C1)C=CN2)C (4-dimethylamino-3-(imidazo[1,2-a]pyridin-6-yl)-3-buten-2-one), C(#N)CC(=O)N (α-cyanoacetamide), C[O-].[Na+] (sodium methoxide). Solvent: CN(C=O)C (N,N-dimethylformamide). Product: CC1=C(C=C(C(N1)=O)C#N)C=1C=CC=2N(C1)C=CN2 (1,2-dihydro-6-methyl-2-oxo-5-(imidazo[1,2-a]pyridin-6-yl)-3-pyridinecarbonitrile). Yield: 50.7%. Reaction SMILES: CN(C)[CH:3]=[C:4]([C:8]1[CH:9]=[CH:10][C:11]2[N:12]([CH:14]=[CH:15][N:16]=2)[CH:13]=1)[C:5](=O)[CH3:6].[C:18]([CH2:20][C:21]([NH2:23])=[O:22])#[N:19].C[O-].[Na+]>CN(C)C=O>[CH3:6][C:5]1[NH:23][C:21](=[O:22])[C:20]([C:18]#[N:19])=[CH:3][C:4]=1[C:8]1[CH:9]=[CH:10][C:11]2[N:12]([CH:14]=[CH:15][N:16]=2)[CH:13]=1 |f:2.3|. Procedure: In 230 ml of N,N-dimethylformamide was dissolved 23.5 g of 4-dimethylamino-3-(imidazo[1,2-a]pyridin-6-yl)-3-buten-2-one. The solution was stirred at 80° to 90° C. for 12 hours, together with 9.48 g of α-cyanoacetamide and 12.2 g of sodium methoxide. After cooling, the solvent was removed by distillation under reduced pressure and 500 ml of water was added to the residue to dissolve it. The solution was washed with 600 ml of chloroform. Next, about 5 ml of acetic acid was added to the aqueous lay... Reactants: C(C)(C)(C)OC(NC(C(=O)C1=CC=C(C=C1)O)C1=CC(=C(C=C1)Cl)Cl)=O (rac-[1-(3,4-dichloro-phenyl)-2-(4-hydroxy-phenyl)-2-oxo-ethyl]-carbamic acid tert-butyl ester), CC1(COC1)CO ((3-methyl-oxetan-3-yl)-methanol). The product is C(C)(C)(C)OC(NC(C(=O)C1=CC=C(C=C1)OCC1(COC1)C)C1=CC(=C(C=C1)Cl)Cl)=O (rac-[1-(3,4-Dichloro-phenyl)-2-[4-(3-methyl-oxetan-3-ylmethoxy)-phenyl]-2-oxo-ethyl]-carbamic acid tert-butyl ester). Reaction SMILES: [C:1]([O:5][C:6](=[O:26])[NH:7][CH:8]([C:18]1[CH:23]=[CH:22][C:21]([Cl:24])=[C:20]([Cl:25])[CH:19]=1)[C:9]([C:11]1[CH:16]=[CH:15][C:14]([OH:17])=[CH:13][CH:12]=1)=[O:10])([CH3:4])([CH3:3])[CH3:2].[CH3:27][C:28]1([CH2:32]O)[CH2:31][O:30][CH2:29]1>>[C:1]([O:5][C:6](=[O:26])[NH:7][CH:8]([C:18]1[CH:23]=[CH:22][C:21]([Cl:24])=[C:20]([Cl:25])[CH:19]=1)[C:9]([C:11]1[CH:12]=[CH:13][C:14]([O:17][CH2:27][C:28]2([CH3:32])[CH2:31][O:30][CH2:29]2)=[CH:15][CH:16]=1)=[O:10])([CH3:4])([CH3:2])[CH3:3]. Procedure details: The title compound was prepared from rac-[1-(3,4-dichloro-phenyl)-2-(4-hydroxy-phenyl)-2-oxo-ethyl]-carbamic acid tert-butyl ester and (3-methyl-oxetan-3-yl)-methanol in analogy to Example 9c): MS (ISN): 478.1 (M−H)−.